From a dataset of the Open Reaction Database (ORD), a public repository of structured organic reaction records. describe an organic reaction: reactants, conditions, products, and yield Reactants: CI, CCO, [Na+], [OH-], O, Sc1nc2cc3ccccc3cc2[nH]1. Yields the product CSc1nc2cc3ccccc3cc2[nH]1. Reaction SMILES: [CH3:17][I:18].[CH3:19][CH2:20][OH:21].[Na+:16].[OH-:15].[OH2:22].[nH:1]1[c:2]([SH:14])[n:3][c:4]2[c:5]1[cH:6][c:7]1[cH:8][cH:9][cH:10][cH:11][c:12]1[cH:13]2>>[n:1]1[c:2]([S:14][CH3:17])[nH:3][c:4]2[c:5]1[cH:6][c:7]1[cH:8][cH:9][cH:10][cH:11][c:12]1[cH:13]2.